describe an organic reaction: reactants, conditions, products, and yield From a dataset of the Open Reaction Database (ORD), a public repository of structured organic reaction records. Starting materials: CC(=O)OC(C)=O, COc1cc(CCN)cc(OC)c1OC, O=CO. The product is COc1cc(C(C=O)CN)cc(OC)c1OC. Reaction SMILES: [CH3:16][C:17](=[O:18])[O:19][C:20](=[O:21])[CH3:22].[CH3:1][O:2][c:3]1[cH:4][c:5]([CH2:13][CH2:14][NH2:15])[cH:6][c:7]([O:11][CH3:12])[c:8]1[O:9][CH3:10].[CH:23]([OH:24])=[O:25]>>[CH3:1][O:2][c:3]1[cH:4][c:5]([CH:13]([CH2:14][NH2:15])[CH:17]=[O:18])[cH:6][c:7]([O:11][CH3:12])[c:8]1[O:9][CH3:10]. Reactants: CCOC(=O)Cl, ClCCl, COc1nc2cc(Cl)ccc2nc1N, c1ccncc1. As a reaction SMILES: [Cl:15][C:16](=[O:17])[O:18][CH2:19][CH3:20].[Cl:27][CH2:28][Cl:29].[NH2:1][c:2]1[n:3][c:4]2[cH:5][cH:6][c:7]([Cl:14])[cH:8][c:9]2[n:10][c:11]1[O:12][CH3:13].[cH:21]1[cH:22][cH:23][n:24][cH:25][cH:26]1>>[NH:1]([c:2]1[n:3][c:4]2[cH:5][cH:6][c:7]([Cl:14])[cH:8][c:9]2[n:10][c:11]1[O:12][CH3:13])[C:16](=[O:17])[O:18][CH2:19][CH3:20]. Product: CCOC(=O)Nc1nc2ccc(Cl)cc2nc1OC. Reaction conditions: time 5 minute. Reactants: [H-].[Na+] (Sodium hydride), C(C1=CC=CC=C1)OC(=O)N1CC(NCC1)=O (4-benzyloxycarbonylpiperazin-2-one), C(C#C)Br (propargyl bromide). Procedure: Sodium hydride (0.82 g, 23.0 mmol, 60% mineral oil dispersion) is added to a solution of 4-benzyloxycarbonylpiperazin-2-one (5.13 g, 21.9 mmol) in THF/DMF (75 mL, 3/1 v/v) at 0° C. The mixture is stirred for 5 minutes, then propargyl bromide (3.7 mL, 41.5 mmol) is added dropwise. The resulting solution is stirred for 1 hour then brought to room temperature and stirred for 2 hours. The reaction is quenched with saturated ammonium chloride solution then diluted with ethyl acetate and washed with w... Yields the product C(C1=CC=CC=C1)OC(=O)N1CC(N(CC1)CC#C)=O (3-Oxo-4-prop-2-ynylpiperazine-1-carboxylic acid benzyl ester). The solvent is C1CCOC1.CN(C)C=O (THF DMF). Reaction SMILES: [H-].[Na+].[CH2:3]([O:10][C:11]([N:13]1[CH2:18][CH2:17][NH:16][C:15](=[O:19])[CH2:14]1)=[O:12])[C:4]1[CH:9]=[CH:8][CH:7]=[CH:6][CH:5]=1.[CH2:20](Br)[C:21]#[CH:22]>C1COCC1.CN(C=O)C>[CH2:3]([O:10][C:11]([N:13]1[CH2:18][CH2:17][N:16]([CH2:22][C:21]#[CH:20])[C:15](=[O:19])[CH2:14]1)=[O:12])[C:4]1[CH:5]=[CH:6][CH:7]=[CH:8][CH:9]=1 |f:0.1,4.5|. Isolated yield 100.0%. Starting materials: IC1=CC=CC=C1 (iodobenzene), propellane, CCCCC (pentane). Product: C1(=CC=CC=C1)C12CC(C1)C2 (1-phenylbicyclo[1.1.1]pentane). RXN SMILES: I[C:2]1[CH:7]=[CH:6][CH:5]=[CH:4][CH:3]=1.[CH3:8][CH2:9][CH2:10][CH2:11][CH3:12]>>[C:2]1([C:9]23[CH2:12][CH:11]([CH2:8]2)[CH2:10]3)[CH:7]=[CH:6][CH:5]=[CH:4][CH:3]=1. Procedure: 1.28 ml (0.5 e.g.) of iodobenzene were added to a solution of propellane (10 mmol) generated via Procedure B. The solution was transferred into a borosilicate tube and irradiated 1 hr, after which GC analysis of the solution showed three new major peaks. The reaction mixture was reduced in volume, high vacuum applied (40° C./0.2 mm Hg) to remove starting material and 1-iodobicyclo[1.1.1]pentane. After these products were removed, 1-iodo-3-phenylbicyclo[1.1.1]pentane sublimed out of the mixture (... Reactants: O (Water), C[Mg+].[Br-] (MeMgBr), CCOCC (ether), C(C)OC(=O)C=1N(C(=CN1)C#C[Si](C)(C)C)C (1-methyl-5-trimethylsilanylethynyl-1H-imidazole-2-carboxylic acid ethyl ester). Run in C1CCOC1 (THF). Run at time 8 hour. The product is CN1C(=NC=C1C#C[Si](C)(C)C)C(C)(C)O (2-(1-methyl-5-trimethylsilanylethynyl-1H-imidazol-2-yl)-propan-2-ol). Reaction SMILES: [CH3:1][Mg+].[Br-].CC[O:6][CH2:7][CH3:8].C(OC([C:14]1[N:15]([CH3:25])[C:16]([C:19]#[C:20][Si:21]([CH3:24])([CH3:23])[CH3:22])=[CH:17][N:18]=1)=O)C.O>C1COCC1>[CH3:25][N:15]1[C:16]([C:19]#[C:20][Si:21]([CH3:22])([CH3:24])[CH3:23])=[CH:17][N:18]=[C:14]1[C:7]([OH:6])([CH3:8])[CH3:1] |f:0.1|. Procedure: A solution of 0.67 mL of 3M MeMgBr in ether (2.0 mmol) was added to a stirring 0° C. solution of 200 mg of 1-methyl-5-trimethylsilanylethynyl-1H-imidazole-2-carboxylic acid ethyl ester (0.80 mmol) in 5 mL of THF over 15 min. The mixture was allowed to warm to rt and stirred overnight. Water (20 mL) was added and the mixture was extracted with EtOAc (3×100 mL). The combined extracts were washed with brine and dried with MgSO4, filtered, concentrated and chromatographed (10–100 EtOAc in hexanes) t... Starting materials: C(C)OC(=O)C1=CC(OC2=C1C=C(C=C2)[N+](=O)[O-])(CF)CF (2,2-bisfluoromethyl-6-nitro-2H-1-benzopyran-4-carboxylic acid ethyl ester), stannous chloride, [Cl-].[Na+] (sodium chloride). The solvent is C(C)O (ethyl alcohol). Yields the product C(C)OC(=O)C1=CC(OC2=C1C=C(C=C2)N)(CF)CF (6-amino-2,2-bisfluoromethyl-2H-1-benzopyran-4-carboxylic acid ethyl ester). Yield: 13.7%. RXN SMILES: [CH2:1]([O:3][C:4]([C:6]1[C:11]2[CH:12]=[C:13]([N+:16]([O-])=O)[CH:14]=[CH:15][C:10]=2[O:9][C:8]([CH2:21][F:22])([CH2:19][F:20])[CH:7]=1)=[O:5])[CH3:2].[Cl-].[Na+]>C(O)C>[CH2:1]([O:3][C:4]([C:6]1[C:11]2[CH:12]=[C:13]([NH2:16])[CH:14]=[CH:15][C:10]=2[O:9][C:8]([CH2:21][F:22])([CH2:19][F:20])[CH:7]=1)=[O:5])[CH3:2] |f:1.2|. Procedure: A mixture of 42.0 g of 2,2-bisfluoromethyl-6-nitro-2H-1-benzopyran-4-carboxylic acid ethyl ester, 88 g of stannous chloride and 500 ml of ethyl alcohol was heated to reflux for 2 hours. The reaction mixture was combined with an aqueous 2N sodium chloride solution and extracted with ethyl acetate. The organic layer was washed with saturated saline, then dried over sodium sulfate and concentrated under reduced pressure to give 5.2 g of 6-amino-2,2-bisfluoromethyl-2H-1-benzopyran-4-carboxylic acid ... Reactants: COC1=C(C=CC=C1)N1CCNCC1 (1-(2-methoxyphenyl)piperazine), C1(=C(C=CC=C1)CN1CCN(CC1)C1=CC=CC=C1)C1=CC=CC=C1 (1-(biphenyl-2-ylmethyl)-4-phenylpiperazine), ClC1=C(C=CC=C1)C=1C(=CC=CC1)C=O (2′-chlorobiphenyl-2-carbaldehyde), [BH-](OC(=O)C)(OC(=O)C)OC(=O)C.[Na+] (NaBH(OAc)3). Yields the product ClC1=C(C=CC=C1)C1=C(C=CC=C1)CN1CCN(CC1)C1=C(C=CC=C1)OC (1-(2′-chlorobiphenyl-2-ylmethyl)-4-(2-methoxyphenyl)piperazine). Reaction SMILES: [CH3:1][O:2][C:3]1[CH:8]=[CH:7][CH:6]=[CH:5][C:4]=1[N:9]1[CH2:14][CH2:13][NH:12][CH2:11][CH2:10]1.[Cl:15][C:16]1[CH:21]=[CH:20][CH:19]=[CH:18][C:17]=1[C:22]1[C:23]([CH:28]=O)=[CH:24][CH:25]=[CH:26][CH:27]=1.[BH-](OC(C)=O)(OC(C)=O)OC(C)=O.[Na+].C1(C2C=CC=CC=2)C=CC=CC=1CN1CCN(C2C=CC=CC=2)CC1>>[Cl:15][C:16]1[CH:21]=[CH:20][CH:19]=[CH:18][C:17]=1[C:22]1[CH:27]=[CH:26][CH:25]=[CH:24][C:23]=1[CH2:28][N:12]1[CH2:13][CH2:14][N:9]([C:4]2[CH:5]=[CH:6][CH:7]=[CH:8][C:3]=2[O:2][CH3:1])[CH2:10][CH2:11]1 |f:2.3|. Reported procedure: 69 mg of the target compound (0.18 mmol, 21.7%) was obtained using 1-(2-methoxyphenyl)piperazine (311 mg, 1.62 mmol), 2′-chlorobiphenyl-2-carbaldehyde (175 mg, 0.81 mmol) and NaBH(OAc)3 (523 mg, 2.43 mmol) according to the synthesis method of Compound 1.